This data is from the Open Reaction Database (ORD), a public repository of structured organic reaction records. The task is: describe an organic reaction: reactants, conditions, products, and yield The reactants are O=C(O)C(F)(F)F, O=C(O)COc1ccc(-c2ccc(F)cc2)nc1, Nc1ccccc1F. Yields the product O=C(O)C(F)(F)F, O=C(COc1ccc(-c2ccc(F)cc2)nc1)Nc1ccccc1F. RXN SMILES: [F:1][C:2]([C:3](=[O:4])[OH:5])([F:6])[F:7].[F:8][c:9]1[cH:10][cH:11][c:12](-[c:15]2[cH:16][cH:17][c:18]([O:21][CH2:22][C:23](=[O:24])[OH:25])[cH:19][n:20]2)[cH:13][cH:14]1.[NH2:26][c:27]1[cH:28][cH:29][cH:30][cH:31][c:32]1[F:33]>>[F:1][C:2]([C:3](=[O:4])[OH:5])([F:6])[F:7].[F:8][c:9]1[cH:10][cH:11][c:12](-[c:15]2[cH:16][cH:17][c:18]([O:21][CH2:22][C:23](=[O:25])[NH:26][c:27]3[cH:28][cH:29][cH:30][cH:31][c:32]3[F:33])[cH:19][n:20]2)[cH:13][cH:14]1. Reported procedure: The target compound (2.00 g, 31%) was obtained in the same manner as in Production Example C-1, except that the (R)-3-hydroxynonanoic acid t-butyl ester (5.00 g, 21.7 mmol) obtained in Production Example B-3 and 1-iodopentane (5.59 g, 28.2 mmol) were used. Product: C(C)(C)(C)OC([C@H]([C@H](CCCCCC)O)CCCCC)=O ((2S,3S)-3-hydroxy-2-pentylnonanoic acid t-butyl ester). RXN SMILES: [C:1]([O:5][C:6](=[O:16])[CH2:7][C@H:8]([OH:15])[CH2:9][CH2:10][CH2:11][CH2:12][CH2:13][CH3:14])([CH3:4])([CH3:3])[CH3:2].I[CH2:18][CH2:19][CH2:20][CH2:21][CH3:22]>>[C:1]([O:5][C:6](=[O:16])[C@@H:7]([CH2:18][CH2:19][CH2:20][CH2:21][CH3:22])[C@@H:8]([OH:15])[CH2:9][CH2:10][CH2:11][CH2:12][CH2:13][CH3:14])([CH3:2])([CH3:4])[CH3:3]. Reactants: compound, C(C)(C)(C)OC(C[C@@H](CCCCCC)O)=O ((R)-3-hydroxynonanoic acid t-butyl ester), ICCCCC (1-iodopentane). Starting materials: C(=O)(Cl)Cl (phosgene), CC(C(=O)OC)CNC (methyl 2-methyl-3-methylaminopropionate). Run in C1(=CC=CC=C1)C (toluene), C1(=CC=CC=C1)C (toluene). Reaction conditions: temperature 20 celsius. The product is CN(C(=O)Cl)CC(C)C(=O)OC (N-methyl-N-(2-methoxycarbonylpropyl)carbamoyl chloride). Reaction SMILES: [C:1]([Cl:4])(Cl)=[O:2].[CH3:5][CH:6]([CH2:11][NH:12][CH3:13])[C:7]([O:9][CH3:10])=[O:8]>C1(C)C=CC=CC=1>[CH3:13][N:12]([CH2:11][CH:6]([C:7]([O:9][CH3:10])=[O:8])[CH3:5])[C:1]([Cl:4])=[O:2]. Procedure: To a solution of 16 g of phosgene in 70 ml of toluene, a solution of 17.4 g of methyl 2-methyl-3-methylaminopropionate in 30 ml of toluene was added dropwise with stirring at 20° C. The mixture was stirred at room temperature for 4 hours and evaporated to dryness. The residue was stirred for 10 min. with 100 ml of ethyl ether, filtered, the filtrates are evaporated to dryness and the residue was distilled at high vacuum to give the N-methyl-N-(2-methoxycarbonylpropyl)carbamoyl chloride, bp. 97°-... Starting materials: [Li+].[OH-] (LiOH), BrC=1C=CC(=C(C(=O)OCC2=CC(=C(C=C2)F)F)C1)OCC1=CC(=C(C=C1)F)F ((3,4-difluorophenyl)methyl 5-bromo-2-{[(3,4-difluorophenyl)methyl]oxy}benzoate). Run in O1CCCC1 (tetrahydrofuran), O (water). Run at temperature 70 celsius, time 8 hour. The product is BrC=1C=CC(=C(C(=O)O)C1)OCC1=CC(=C(C=C1)F)F (5-Bromo-2-{[(3,4-difluorophenyl)methyl]oxy}benzoic acid). Reaction SMILES: [Li+].[OH-].[Br:3][C:4]1[CH:5]=[CH:6][C:7]([O:22][CH2:23][C:24]2[CH:29]=[CH:28][C:27]([F:30])=[C:26]([F:31])[CH:25]=2)=[C:8]([CH:21]=1)[C:9]([O:11]CC1C=CC(F)=C(F)C=1)=[O:10]>O1CCCC1.O>[Br:3][C:4]1[CH:5]=[CH:6][C:7]([O:22][CH2:23][C:24]2[CH:29]=[CH:28][C:27]([F:30])=[C:26]([F:31])[CH:25]=2)=[C:8]([CH:21]=1)[C:9]([OH:11])=[O:10] |f:0.1|. Reported procedure: Solid LiOH (0.26 g, 10.86 mmol) was added to a stirred solution of (3,4-difluorophenyl)methyl 5-bromo-2-{[(3,4-difluorophenyl)methyl]oxy}benzoate (may be prepared as described in Description 88; 1.2 g, 2.17 mmol) in tetrahydrofuran (30 ml) and water (10 ml) in air at room temperature. The reaction mixture was stirred at 70° C. overnight. After cooling to room temperature, the solvent was removed. The residue was dissolved in water (20 ml) and stirred in ice-water bath. 1N HCl (aq) was added to t... The reactants are CCOCC, ClCCBr, [Na+], [OH-], Sc1cccs1. Yields the product ClCCSc1cccs1. Reaction SMILES: [CH2:13]([O:14][CH2:15][CH3:16])[CH3:17].[Cl:9][CH2:10][CH2:11][Br:12].[Na+:8].[OH-:7].[s:1]1[c:2]([SH:6])[cH:3][cH:4][cH:5]1>>[s:1]1[c:2]([S:6][CH2:11][CH2:10][Cl:9])[cH:3][cH:4][cH:5]1. Reactants: C1CN(CCN1)CC2=CC=CC=C2, CN(C)C(=O)C1=CC2=C(O1)C(=CC=C2)Br. The reagents and catalysts are C(=O)([O-])[O-].[Cs+].[Cs+], CC(C)C1=CC(=C(C(=C1)C(C)C)C2=CC=CC=C2P(C3CCCCC3)C4CCCCC4)C(C)C, C1=CC=C(C=C1)/C=C/C(=O)/C=C/C2=CC=CC=C2.C1=CC=C(C=C1)/C=C/C(=O)/C=C/C2=CC=CC=C2.C1=CC=C(C=C1)/C=C/C(=O)/C=C/C2=CC=CC=C2.[Pd].[Pd]. Solvent: C1COCCO1. Conditions: temperature 95 celsius. Yields the product CN(C)C(=O)C1=CC2=C(O1)C(=CC=C2)N3CCN(CC3)CC4=CC=CC=C4. The yield is 52.2%. Reported procedure: The mixture of Tris(dibenzylideneacetone)dipalladium(0) (0.222 g, 0.24 mmol) and 2-Dicyclohexylphosphino-2',4',6'-tri-iso-propyl-1,1'-biphenyl (0.231 g, 0.48 mmol) in dioxane (10 mL) (degassed with argon for 5 min) was heated at 95 °C under argon for 5 min . This was transferred to a flask containing 7-bromo-N,N-dimethylbenzofuran-2-carboxamide (1.3 g, 4.85 mmol), 1-benzylpiperazine (1.111 g, 6.30 mmol) and Cesium carbonate (2.212 g, 6.79 mmol) in dioxane (10 mL) (degassed with argon for 5 min).... The reactants are ClCCCCC1CN(C(O1)=O)C1=CC=CC=C1 (5-(4-chlorobutyl)-3-phenyl-2-oxazolidinone), N1=C(C=CC=C1)N1CCNCC1 (1-(2-pyridinyl)piperazine), C([O-])([O-])=O.[K+].[K+] (potassium carbonate), [I-].[K+] (potassium iodide). Run in C(CCC)O (n-butanol). The product is C1(=CC=CC=C1)N1C(OC(C1)CCCCN1CCN(CC1)C1=NC=CC=C1)=O (3-Phenyl-5-[4-[4-(2-pyridinyl)-1-piperazinyl]butyl]-2-oxazolidinone). Yield: 86.0%. As a reaction SMILES: Cl[CH2:2][CH2:3][CH2:4][CH2:5][CH:6]1[O:10][C:9](=[O:11])[N:8]([C:12]2[CH:17]=[CH:16][CH:15]=[CH:14][CH:13]=2)[CH2:7]1.[N:18]1[CH:23]=[CH:22][CH:21]=[CH:20][C:19]=1[N:24]1[CH2:29][CH2:28][NH:27][CH2:26][CH2:25]1.C(=O)([O-])[O-].[K+].[K+].[I-].[K+]>C(O)CCC>[C:12]1([N:8]2[CH2:7][CH:6]([CH2:5][CH2:4][CH2:3][CH2:2][N:27]3[CH2:28][CH2:29][N:24]([C:19]4[CH:20]=[CH:21][CH:22]=[CH:23][N:18]=4)[CH2:25][CH2:26]3)[O:10][C:9]2=[O:11])[CH:17]=[CH:16][CH:15]=[CH:14][CH:13]=1 |f:2.3.4,5.6|. Procedure: Following the procedure of Example 5, a mixture of 5-(4-chlorobutyl)-3-phenyl-2-oxazolidinone (3.0 g, 0.01186 mol), 1-(2-pyridinyl)piperazine (1.94 g, 0.01186 mol), potassium carbonate (4.92 g, 0.0356 mol), and potassium iodide (1.0 g) in n-butanol (75 mL) gave an oil, which crystallized upon standing (3.9 g, 86% yield). The solid was recrystallized from isopropanol/isopropyl ether and dried under high vacuum to give 1.80 g, mp 78°-81° C.